Dataset: the Open Reaction Database (ORD), a public repository of structured organic reaction records. Task: describe an organic reaction: reactants, conditions, products, and yield Reactants: NC1=NC=C(C=C1S(=O)(=O)Cl)Br (2-amino-5-bromopyridine-3-sulfonyl chloride), C(C)(C)(C)N (t-butylamine). The solvent is C1CCOC1 (THF). Conditions: time 2 hour. Yields the product NC1=NC=C(C=C1S(=O)(=O)NC(C)(C)C)Br (2-amino-5-bromo-N-tert-butylpyridine-3-sulfonamide). Isolated yield 49.6%. As a reaction SMILES: [NH2:1][C:2]1[C:7]([S:8](Cl)(=[O:10])=[O:9])=[CH:6][C:5]([Br:12])=[CH:4][N:3]=1.[C:13]([NH2:17])([CH3:16])([CH3:15])[CH3:14]>C1COCC1>[NH2:1][C:2]1[C:7]([S:8]([NH:17][C:13]([CH3:16])([CH3:15])[CH3:14])(=[O:10])=[O:9])=[CH:6][C:5]([Br:12])=[CH:4][N:3]=1. Reported procedure: 2-amino-5-bromopyridine-3-sulfonyl chloride (15 g, 55 mmol) was dissolved in THF (125 mL) and at 0° C. t-butylamine (6.5 g, 111 mmol) was added and the reaction mixture was stirred at RT for 2 h. The reaction mixture was concentrated under reduced pressure to yield 2-amino-5-bromo-N-tert-butylpyridine-3-sulfonamide (8.4 g, 49%), which was used without further purification. LCMS Method Y: retention time 1.70 min, [M−1]=306.0.